From a dataset of the Open Reaction Database (ORD), a public repository of structured organic reaction records. describe an organic reaction: reactants, conditions, products, and yield Reactants: BrCC1CC1, [H-], [Na+], [Na+], CN(C)C=O, O=C([O-])O, OC1(c2nc(-c3ccccc3)cs2)CCC2(CC1)OCCO2. The product is c1ccc(-c2csc(C3(OCC4CC4)CCC4(CC3)OCCO4)n2)cc1. RXN SMILES: [Br:25][CH2:26][CH:27]1[CH2:28][CH2:29]1.[H-:23].[Na+:24].[Na+:30].[O:35]=[CH:36][N:37]([CH3:38])[CH3:39].[OH:31][C:32](=[O:33])[O-:34].[c:1]1(-[c:7]2[n:8][c:9]([C:12]3([OH:22])[CH2:13][CH2:14][C:15]4([O:16][CH2:17][CH2:18][O:19]4)[CH2:20][CH2:21]3)[s:10][cH:11]2)[cH:2][cH:3][cH:4][cH:5][cH:6]1>>[c:1]1(-[c:7]2[n:8][c:9]([C:12]3([O:22][CH2:26][CH:27]4[CH2:28][CH2:29]4)[CH2:13][CH2:14][C:15]4([O:16][CH2:17][CH2:18][O:19]4)[CH2:20][CH2:21]3)[s:10][cH:11]2)[cH:2][cH:3][cH:4][cH:5][cH:6]1. The reactants are FC=1C(NC(NC1)=O)=O (5-fluorouracil), N,O-Bis-TMS-Acetamide, [Si](C)(C)(C)Cl (TMS-Cl). The solvent is ClCCl (dichloromethane). Run at time 2 hour. Product: [Si](C)(C)(C)C1=C(C(N(C(N1)=O)[Si](C)(C)C)=O)F (bis-TMS-5-fluorouracil). Reaction SMILES: [F:1][C:2]1[C:3](=[O:9])[NH:4][C:5](=[O:8])[NH:6][CH:7]=1.[Si:10](Cl)([CH3:13])([CH3:12])[CH3:11]>ClCCl>[Si:10]([C:7]1[NH:6][C:5](=[O:8])[N:4]([Si:10]([CH3:13])([CH3:12])[CH3:11])[C:3](=[O:9])[C:2]=1[F:1])([CH3:13])([CH3:12])[CH3:11]. Procedure details: To a suspension of 5-fluorouracil (130 mg, 1.0 mmol) in dichloromethane (5 mL), N,O-Bis-TMS-Acetamide (0.86 mL, 3.5 mmol) and TMS-Cl (0.1 mL) were added. After 2 h stirring at room temperature (clear solution) the reaction mixture was concentrated under reduced pressure to afford bis-TMS-5-fluorouracil. Reactants: COC1=C(C=NC=C1)[N+](=O)[O-] (4-methoxy-3-nitropyridine), N1=CC=C(C=C1)N1CCC(CC1)CN (1-(4-pyridyl)piperidin-4-ylmethylamine). Yields the product [N+](=O)([O-])C=1C=NC=CC1NCC1CCN(CC1)C1=CC=NC=C1 (3-nitro-N-[1-(4-pyridyl)piperidin-4-ylmethyl]pyridine-4-amine). Isolated yield 72.9%. As a reaction SMILES: CO[C:3]1[CH:8]=[CH:7][N:6]=[CH:5][C:4]=1[N+:9]([O-:11])=[O:10].[N:12]1[CH:17]=[CH:16][C:15]([N:18]2[CH2:23][CH2:22][CH:21]([CH2:24][NH2:25])[CH2:20][CH2:19]2)=[CH:14][CH:13]=1>>[N+:9]([C:4]1[CH:5]=[N:6][CH:7]=[CH:8][C:3]=1[NH:25][CH2:24][CH:21]1[CH2:20][CH2:19][N:18]([C:15]2[CH:16]=[CH:17][N:12]=[CH:13][CH:14]=2)[CH2:23][CH2:22]1)([O-:11])=[O:10]. Procedure: Using a similar procedure to that described in Example 4, Part A, 4-methoxy-3-nitropyridine (250 mg, 1.62 mmol), and 1-(4-pyridyl)piperidin-4-ylmethylamine (310 mg, 1.62 mmol) yielded 370 mg (73%) of the title compound. Reactants: O=C(Cl)C1CC1, Cl, CC1=C(C#N)C(c2ccc(C#N)cc2S(C)(=O)=O)n2nc(N)nc2N1c1cccc(C(F)(F)F)c1, c1ccncc1. Yields the product CC1=C(C#N)C(c2ccc(C#N)cc2S(C)(=O)=O)n2nc(NC(=O)C3CC3)nc2N1c1cccc(C(F)(F)F)c1. RXN SMILES: [CH:37]1([C:40](=[O:41])[Cl:42])[CH2:38][CH2:39]1.[ClH:1].[NH2:2][c:3]1[n:4][n:5]2[c:6]([n:36]1)[N:7]([c:26]1[cH:27][c:28]([C:32]([F:33])([F:34])[F:35])[cH:29][cH:30][cH:31]1)[C:8]([CH3:25])=[C:9]([C:23]#[N:24])[CH:10]2[c:11]1[c:12]([S:19](=[O:20])(=[O:21])[CH3:22])[cH:13][c:14]([C:17]#[N:18])[cH:15][cH:16]1.[cH:43]1[cH:44][cH:45][n:46][cH:47][cH:48]1>>[NH:2]([c:3]1[n:4][n:5]2[c:6]([n:36]1)[N:7]([c:26]1[cH:27][c:28]([C:32]([F:33])([F:34])[F:35])[cH:29][cH:30][cH:31]1)[C:8]([CH3:25])=[C:9]([C:23]#[N:24])[CH:10]2[c:11]1[c:12]([S:19](=[O:20])(=[O:21])[CH3:22])[cH:13][c:14]([C:17]#[N:18])[cH:15][cH:16]1)[C:40]([CH:37]1[CH2:38][CH2:39]1)=[O:41]. The product is IC1=CC2=C(OCC(C=3N2N=C(C3)C(=O)OCC)C)C=C1 (ethyl 9-iodo-4-methyl-4,5-dihydrobenzo[b]pyrazolo[1,5-d][1,4]oxazepine-2-carboxylate). Reactants: OC1(C=2N(C3=C(OC1)C=CC(=C3)I)N=C(C2)C(=O)OCC)C (ethyl 4-hydroxy-9-iodo-4-methyl-4,5-dihydrobenzo[b]pyrazolo[1,5-d][1,4]oxazepine-2-carboxylate), C(C)[SiH](CC)CC (triethylsilane), B(F)(F)F (boron trifluoride). The yield is 16.7%. Run in ClCCl (dichloromethane), ClCCl (dichloromethane). RXN SMILES: O[C:2]1([CH3:22])[CH2:8][O:7][C:6]2[CH:9]=[CH:10][C:11]([I:13])=[CH:12][C:5]=2[N:4]2[N:14]=[C:15]([C:17]([O:19][CH2:20][CH3:21])=[O:18])[CH:16]=[C:3]12.C([SiH](CC)CC)C.B(F)(F)F>ClCCl>[I:13][C:11]1[CH:10]=[CH:9][C:6]2[O:7][CH2:8][CH:2]([CH3:22])[C:3]3[N:4]([N:14]=[C:15]([C:17]([O:19][CH2:20][CH3:21])=[O:18])[CH:16]=3)[C:5]=2[CH:12]=1. Procedure details: To a solution of ethyl 4-hydroxy-9-iodo-4-methyl-4,5-dihydrobenzo[b]pyrazolo[1,5-d][1,4]oxazepine-2-carboxylate (2.3 g, 5.55 mmol, 1.00 equiv) in dichloromethane (50 mL) was added triethylsilane (9.7 g, 83.42 mmol, 15.00 equiv) and boron trifluoride diethyletherate (7.8 g, 10.00 equiv) at room temperature. After 1 h at room temperature the resulting mixture was diluted with 30 mL of dichloromethane, washed with saturated sodium bicarbonate solution, extracted with dichloromethane, dried over anh... Starting materials: C1CNCCN1, CCO, COc1ccc(-c2cc(=Nc3c(C)cc(C)cc3C)n(C)c(Cl)n2)cc1OC. Yields the product COc1ccc(-c2cc(=Nc3c(C)cc(C)cc3C)n(C)c(N3CCNCC3)n2)cc1OC. As a reaction SMILES: [CH2:29]1[CH2:30][NH:31][CH2:32][CH2:33][NH:34]1.[CH3:35][CH2:36][OH:37].[Cl:1][c:2]1[n:3][c:4](-[c:19]2[cH:20][c:21]([O:27][CH3:28])[c:22]([O:25][CH3:26])[cH:23][cH:24]2)[cH:5][c:6](=[N:9][c:10]2[c:11]([CH3:18])[cH:12][c:13]([CH3:17])[cH:14][c:15]2[CH3:16])[n:7]1[CH3:8]>>[c:2]1([N:31]2[CH2:30][CH2:29][NH:34][CH2:33][CH2:32]2)[n:3][c:4](-[c:19]2[cH:20][c:21]([O:27][CH3:28])[c:22]([O:25][CH3:26])[cH:23][cH:24]2)[cH:5][c:6](=[N:9][c:10]2[c:11]([CH3:18])[cH:12][c:13]([CH3:17])[cH:14][c:15]2[CH3:16])[n:7]1[CH3:8].